This data is from the Open Reaction Database (ORD), a public repository of structured organic reaction records. The task is: describe an organic reaction: reactants, conditions, products, and yield The reactants are Br.N(C(=N)N)C=1SC=C(N1)C=1N=C(NC1)C (2-Guanidino-4-(2-methyl-4-imidazolyl)thiazole monohydrobromide), [OH-].[Na+] (NaOH). Solvent: O (H2O). Product: N(C(=N)N)C=1SC=C(N1)C=1N=C(NC1)C (2-Guanidino-4-(2-methyl-4-imidazolyl)thiazole). Reaction SMILES: Br.[NH:2]([C:6]1[S:7][CH:8]=[C:9]([C:11]2[N:12]=[C:13]([CH3:16])[NH:14][CH:15]=2)[N:10]=1)[C:3]([NH2:5])=[NH:4].[OH-].[Na+]>O>[NH:2]([C:6]1[S:7][CH:8]=[C:9]([C:11]2[N:12]=[C:13]([CH3:16])[NH:14][CH:15]=2)[N:10]=1)[C:3]([NH2:5])=[NH:4] |f:0.1,2.3|. Reported procedure: 2-Guanidino-4-(2-methyl-4-imidazolyl)thiazole monohydrobromide (360.7 g, 1.19 mole; U.S. Pat. No. 4,374,843) was slurried in 7500 ml H2O for 15 minutes at 19° C. With stirring, the pH was slowly adjusted from 5.8 to a stable value of 9.5 with 10% NaOH, 500% 5 ml being required. After stirring a further 0.5 hours, title product was recovered by filtration on sintered glass. The sticky cake was washed with 2000 ml H2O, pulled to a tight cake and finally washed with 1000 ml of hexane. After air dry... Starting materials: [Al+3], CC(C)=O, [Cl-], [Cl-], [Cl-], ClCCl, O, C=C(CS)CS. The product is C=C1CSC(C)(C)SC1. Reaction SMILES: [Al+3:15].[CH3:7][C:8]([CH3:9])=[O:10].[Cl-:14].[Cl-:16].[Cl-:17].[Cl:11][CH2:12][Cl:13].[OH2:18].[SH:1][CH2:2][C:3](=[CH2:4])[CH2:5][SH:6]>>[S:1]1[CH2:2][C:3](=[CH2:4])[CH2:5][S:6][C:8]1([CH3:7])[CH3:9]. Reactants: CS(=O)(=O)OC(C1=C(C=CC=C1)OC)C=1C=NC(=CC1)NC(=O)C1(CC1)C1=CC2=C(OCO2)C=C1 ((6-(1-(benzo[d][1,3]dioxol-5-yl)cyclopropanecarboxamido)pyridin-3-yl)(2-methoxyphenyl)methyl methanesulfonate), N1CCOCC1 (morpholine), O1COC2=C1C=CC(=C2)C2(CC2)C(=O)NC2=NC=C(C=C2)C(C2=C(C=CC=C2)OC)N(C)C (1-(benzo[d][1,3]dioxol-5-yl)-N-(5-((dimethylamino)(2-methoxyphenyl)methyl)pyridin-2-yl)cyclopropanecarboxamide). Yields the product O1COC2=C1C=CC(=C2)C2(CC2)C(=O)NC2=NC=C(C=C2)C(N2CCOCC2)C2=C(C=CC=C2)OC (1-(Benzo[d][1,3]dioxol-5-yl)-N-(5-((2-methoxyphenyl)(morpholino)methyl)pyridin-2-yl)cyclopropanecarboxamide). Reaction SMILES: CS(O[CH:6]([C:15]1[CH:16]=[N:17][C:18]([NH:21][C:22]([C:24]2([C:27]3[CH:35]=[CH:34][C:30]4[O:31][CH2:32][O:33][C:29]=4[CH:28]=3)[CH2:26][CH2:25]2)=[O:23])=[CH:19][CH:20]=1)[C:7]1[CH:12]=[CH:11][CH:10]=[CH:9][C:8]=1[O:13][CH3:14])(=O)=O.[NH:36]1[CH2:41][CH2:40][O:39][CH2:38][CH2:37]1.O1C2C=CC(C3(C(NC4C=CC(C(N(C)C)C5C=CC=CC=5OC)=CN=4)=O)CC3)=CC=2OC1>>[O:31]1[C:30]2[CH:34]=[CH:35][C:27]([C:24]3([C:22]([NH:21][C:18]4[CH:19]=[CH:20][C:15]([CH:6]([C:7]5[CH:12]=[CH:11][CH:10]=[CH:9][C:8]=5[O:13][CH3:14])[N:36]5[CH2:41][CH2:40][O:39][CH2:38][CH2:37]5)=[CH:16][N:17]=4)=[O:23])[CH2:26][CH2:25]3)=[CH:28][C:29]=2[O:33][CH2:32]1. Reported procedure: 1-(Benzo[d][1,3]dioxol-5-yl)-N-(5-((2-methoxyphenyl)(morpholino)methyl)pyridin-2-yl)cyclopropanecarboxamide was prepared from (6-(1-(benzo[d][1,3]dioxol-5-yl)cyclopropanecarboxamido)pyridin-3-yl)(2-methoxyphenyl)methyl methanesulfonate and morpholine in a manner analogous to that of 1-(benzo[d][1,3]dioxol-5-yl)-N-(5-((dimethylamino)(2-methoxyphenyl)methyl)pyridin-2-yl)cyclopropanecarboxamide.